This data is from the Open Reaction Database (ORD), a public repository of structured organic reaction records. The task is: describe an organic reaction: reactants, conditions, products, and yield Reactants: ClC1=C(C=CC=C1)N1N=C(C=C1C=1C=C(C=CC1)O)C(F)(F)F (3-(1-(2-chlorophenyl)-3-(trifluoromethyl)-1H-pyrazol-5-yl)phenol), C(=O)([O-])[O-].[K+].[K+] (K2CO3), BrCC(=O)OC (methyl bromoacetate). Solvent: C(C)#N (acetonitrile). Reaction conditions: time 16 hour. Product: ClC1=C(C=CC=C1)N1N=C(C=C1C=1C=C(OCC(=O)OC)C=CC1)C(F)(F)F (methyl 2-(3-(1-(2-chlorophenyl)-3-(trifluoromethyl)-1H-pyrazol-5-yl)phenoxy)acetate). Yield: 56.6%. Reaction SMILES: [Cl:1][C:2]1[CH:7]=[CH:6][CH:5]=[CH:4][C:3]=1[N:8]1[C:12]([C:13]2[CH:14]=[C:15]([OH:19])[CH:16]=[CH:17][CH:18]=2)=[CH:11][C:10]([C:20]([F:23])([F:22])[F:21])=[N:9]1.C([O-])([O-])=O.[K+].[K+].Br[CH2:31][C:32]([O:34][CH3:35])=[O:33]>C(#N)C>[Cl:1][C:2]1[CH:7]=[CH:6][CH:5]=[CH:4][C:3]=1[N:8]1[C:12]([C:13]2[CH:14]=[C:15]([CH:16]=[CH:17][CH:18]=2)[O:19][CH2:31][C:32]([O:34][CH3:35])=[O:33])=[CH:11][C:10]([C:20]([F:23])([F:21])[F:22])=[N:9]1 |f:1.2.3|. Reported procedure: To a suspension of 3-(1-(2-chlorophenyl)-3-(trifluoromethyl)-1H-pyrazol-5-yl)phenol (229 mg, 0.68 mmol) and K2CO3 (179 mg, 1.3 mmol) in acetonitrile (3.0 mL) was added methyl bromoacetate (85 μL, 0.90 mmol). The suspension was stirred at ambient temperature for 16 hours at which time HPLC analysis showed conversion to a product with a slightly longer retention time. The reaction suspension was filtered through a plug of Celite that was then washed thoroughly with EtOAc. The filtrate was concentr... Starting materials: CC(=O)[O-], CC(=O)[O-], CCCCOc1cc(C=CC(=O)OC)ccc1I, CNc1cccc(B2OC(C)(C)C(C)(C)O2)c1, [K+], [K+], [K+], O=P([O-])([O-])[O-], [Pd+2]. The product is CCCCOc1cc(C=CC(=O)OC)ccc1-c1cccc(NC)c1. As a reaction SMILES: [C:44]([O-:45])(=[O:46])[CH3:47].[C:49]([O-:50])(=[O:51])[CH3:52].[CH2:1]([CH2:2][CH2:3][CH3:4])[O:5][c:6]1[cH:7][c:8]([CH:13]=[CH:14][C:15](=[O:16])[O:17][CH3:18])[cH:9][cH:10][c:11]1[I:12].[CH3:19][NH:20][c:21]1[cH:22][c:23]([B:27]2[O:28][C:29]([CH3:30])([CH3:31])[C:32]([CH3:33])([CH3:34])[O:35]2)[cH:24][cH:25][cH:26]1.[K+:41].[K+:42].[K+:43].[P:36]([O-:37])([O-:38])([O-:39])=[O:40].[Pd+2:48]>>[CH2:1]([CH2:2][CH2:3][CH3:4])[O:5][c:6]1[cH:7][c:8]([CH:13]=[CH:14][C:15](=[O:16])[O:17][CH3:18])[cH:9][cH:10][c:11]1-[c:23]1[cH:22][c:21]([NH:20][CH3:19])[cH:26][cH:25][cH:24]1. The reactants are CCOC(=O)CC(O)(c1ccc(Br)cc1)c1cccnc1, CCO, N. Product: NC(=O)CC(O)(c1ccc(Br)cc1)c1cccnc1. As a reaction SMILES: [Br:1][c:2]1[cH:3][cH:4][c:5]([C:8]([CH2:9][C:10](=[O:11])[O:12][CH2:13][CH3:14])([c:15]2[cH:16][n:17][cH:18][cH:19][cH:20]2)[OH:21])[cH:6][cH:7]1.[CH3:23][CH2:24][OH:25].[NH3:22]>>[Br:1][c:2]1[cH:3][cH:4][c:5]([C:8]([CH2:9][C:10](=[O:11])[NH2:22])([c:15]2[cH:16][n:17][cH:18][cH:19][cH:20]2)[OH:21])[cH:6][cH:7]1. The reactants are FC(C(=O)O)(F)F (trifluoroacetic acid), O1C=NC(=C1)C(C)NC(=O)C1=CN(C2=NC=C(N=C21)C2=NN(C1=CC(=CC=C21)F)C)COCC[Si](C)(C)C (2-(6-fluoro-1-methyl-1H-indazol-3-yl)-5-(2-trimethylsilanylethoxymethyl)-5H-pyrrolo[2,3-b]pyrazine-7-carboxylic acid (1-oxazol-4-yl-ethyl)-amide), C(CN)N (ethylenediamine). The solvent is ClCCl (dichloromethane). Conditions: time 2 hour. Product: O1C=NC(=C1)C(C)NC(=O)C1=CNC2=NC=C(N=C21)C2=NN(C1=CC(=CC=C21)F)C (2-(6-fluoro-1-methyl-1H-indazol-3-yl)-5H-pyrrolo[2,3-b]pyrazine-7-carboxylic acid (1-oxazol-4-yl-ethyl)-amide). The yield is 69.8%. Reaction SMILES: [O:1]1[CH:5]=[C:4]([CH:6]([NH:8][C:9]([C:11]2[C:19]3[C:14](=[N:15][CH:16]=[C:17]([C:20]4[C:28]5[C:23](=[CH:24][C:25]([F:29])=[CH:26][CH:27]=5)[N:22]([CH3:30])[N:21]=4)[N:18]=3)[N:13](COCC[Si](C)(C)C)[CH:12]=2)=[O:10])[CH3:7])[N:3]=[CH:2]1.FC(F)(F)C(O)=O.C(N)CN>ClCCl>[O:1]1[CH:5]=[C:4]([CH:6]([NH:8][C:9]([C:11]2[C:19]3[C:14](=[N:15][CH:16]=[C:17]([C:20]4[C:28]5[C:23](=[CH:24][C:25]([F:29])=[CH:26][CH:27]=5)[N:22]([CH3:30])[N:21]=4)[N:18]=3)[NH:13][CH:12]=2)=[O:10])[CH3:7])[N:3]=[CH:2]1. Procedure details: In a round-bottomed flask, 2-(6-fluoro-1-methyl-1H-indazol-3-yl)-5-(2-trimethylsilanylethoxymethyl)-5H-pyrrolo[2,3-b]pyrazine-7-carboxylic acid (1-oxazol-4-yl-ethyl)-amide (110 mg, 0.205 mmol) was dissolved in dichloromethane (1 ml) and trifluoroacetic acid (0.63 ml, 8.2 mmol) was added. The reaction mixture was stirred at room temperature for 2 h then concentrated. The residue was dissolved in dichloromethane (1 ml) and ethylenediamine (0.83 ml, 12.3 mmol) was added. The yellow solution was sti... The reactants are C(C)(C)(C)OC(=O)N1CCC(CC1)CNC1=C(C=CC(=C1)C(F)(F)F)C1=NC=NC(=C1)OC1=CC=CC2=C1N=C(S2)NC(C)=O (4-({2-[6-(2-Acetylamino-benzothiazol-4-yloxy)-pyrimidin-4-yl]-5-trifluoromethyl-phenylamino}-methyl)-piperidine-1-carboxylic acid tert-butyl ester), FC(C(=O)O)(F)F (trifluoroacetic acid). Solvent: C(Cl)Cl (CH2Cl2). Conditions: time 3 hour. Yields the product N1CCC(CC1)CNC1=C(C=CC(=C1)C(F)(F)F)C1=CC(=NC=N1)OC1=CC=CC2=C1N=C(S2)NC(C)=O (N-[4-(6-{2-[(Piperidin-4-ylmethyl)-amino]-4-trifluoromethyl-phenyl}-pyrimidin-4-yloxy)-benzothiazol-2-yl]-acetamide). Reaction SMILES: C(OC([N:8]1[CH2:13][CH2:12][CH:11]([CH2:14][NH:15][C:16]2[CH:21]=[C:20]([C:22]([F:25])([F:24])[F:23])[CH:19]=[CH:18][C:17]=2[C:26]2[CH:31]=[C:30]([O:32][C:33]3[C:38]4[N:39]=[C:40]([NH:42][C:43](=[O:45])[CH3:44])[S:41][C:37]=4[CH:36]=[CH:35][CH:34]=3)[N:29]=[CH:28][N:27]=2)[CH2:10][CH2:9]1)=O)(C)(C)C.FC(F)(F)C(O)=O>C(Cl)Cl>[NH:8]1[CH2:13][CH2:12][CH:11]([CH2:14][NH:15][C:16]2[CH:21]=[C:20]([C:22]([F:23])([F:25])[F:24])[CH:19]=[CH:18][C:17]=2[C:26]2[N:27]=[CH:28][N:29]=[C:30]([O:32][C:33]3[C:38]4[N:39]=[C:40]([NH:42][C:43](=[O:45])[CH3:44])[S:41][C:37]=4[CH:36]=[CH:35][CH:34]=3)[CH:31]=2)[CH2:10][CH2:9]1. Procedure: To a solution of 4-({2-[6-(2-acetylamino-benzothiazol-4-yloxy)-pyrimidin-4-yl]-5-trifluoromethyl-phenylamino}-methyl)-piperidine-1-carboxylic acid tert-butyl ester, (Example 160), (0.20 g, 0.30 mmol) in CH2Cl2 (10 mL) was added trifluoroacetic acid (30 mL, Aldrich). The reaction mixture was allowed to stir for 3 h at room temperature and then concentrated in vacuum. The residue was dissolved in EtOAc (30 mL), washed with satd NaHCO3 (2×30 mL), dried over Na2SO4, filtered and concentrated in vacu... Reactants: C(C)(=O)O (acetic acid), COC=1C=C(SC1)C=CC(=O)C1=CC=CC=C1 (4-methoxy-3-(2-thienyl)-acrylophenone), [N+](=O)([O-])C(C)C (2-nitropropane), C[O-].[Na+] (sodium methylate). Solvent: CO (methanol), CO (methanol). Yields the product COC1=CC=C(C=C1)C(CC(C(C)([N+](=O)[O-])C)C=1SC=CC1)=O (4'-methoxy-4-methyl-4-nitro-3-(2-thienyl)-valerophenone). RXN SMILES: CO[C:3]1[CH:4]=[C:5]([CH:8]=[CH:9][C:10]([C:12]2[CH:17]=[CH:16][CH:15]=[CH:14][CH:13]=2)=[O:11])[S:6][CH:7]=1.[N+:18]([CH:21]([CH3:23])[CH3:22])([O-:20])=[O:19].C[O-].[Na+].[C:27](O)(=[O:29])C>CO>[CH3:27][O:29][C:15]1[CH:14]=[CH:13][C:12]([C:10](=[O:11])[CH2:9][CH:8]([C:5]2[S:6][CH:7]=[CH:3][CH:4]=2)[C:21]([CH3:23])([N+:18]([O-:20])=[O:19])[CH3:22])=[CH:17][CH:16]=1 |f:2.3|. Procedure: 168 g of 4-methoxy-3-(2-thienyl)-acrylophenone are heated to the boiling point together with 267 g of 2-nitropropane and 400 ml of absolute methanol. A solution of 43 g of sodium methylate in absolute methanol is added within 60 minutes. The resulting mixture is still refluxed during 3 hours. After cooling 43 g of glacial acetic acid are added to the reaction mixture, which is then evaporated to dryness. The residue is taken up with 1500 ml of dichloromethane. This solution is twice washed with ...